This data is from the Open Reaction Database (ORD), a public repository of structured organic reaction records. The task is: describe an organic reaction: reactants, conditions, products, and yield Reactants: NC1=C(C=C(C(=O)O)C=C1Br)Br (4-amino-3,5-dibromobenzoic acid), P(Cl)(Cl)(Cl)(Cl)Cl (phosphorus pentachloride). Yields the product NC1=C(C=C(C(=O)Cl)C=C1Br)Br (4-amino-3,5-dibromobenzoic acid chloride). Yield: 73.4%. RXN SMILES: [NH2:1][C:2]1[C:10]([Br:11])=[CH:9][C:5]([C:6](O)=[O:7])=[CH:4][C:3]=1[Br:12].P(Cl)(Cl)(Cl)(Cl)[Cl:14]>>[NH2:1][C:2]1[C:10]([Br:11])=[CH:9][C:5]([C:6]([Cl:14])=[O:7])=[CH:4][C:3]=1[Br:12]. Procedure details: In a flask equipped with a reflux condenser, 88.5 g (0.3 mole) of 4-amino-3,5-dibromobenzoic acid and 68 g (0.33 mole) of phosphorus pentachloride were reacted under reflux for one hour. After removal of phosphorus oxychloride under reduced pressure by means of an aspirator, the reaction product is subjected to vacuum distillation to obtain 69 g of 4-amino-3,5-dibromobenzoic acid chloride (yield: 73%). Reactants: BrC1=CC=C2C=C(N=CC2=C1)NC(=O)C1CC1 (N-(7-bromoisoquinolin-3-yl)cyclopropanecarboxamide), C1(=CC=CC=C1)P(C1=C(C2=CC=CC=C2C=C1)C1=C(C=CC2=CC=CC=C12)P(C1=CC=CC=C1)C1=CC=CC=C1)C1=CC=CC=C1 (rac-2,2′-bis(diphenylphosphino)-1,1′-binaphthyl), C([O-])([O-])=O.[Cs+].[Cs+] (cesium carbonate), N1CCCCC1 (piperidine), O1CCOCC1 (1,4-dioxane). Reagents/catalysts: C(C)(=O)[O-].[Pd+2].C(C)(=O)[O-] (palladium (II) acetate). Run in C(C)(=O)OCC (ethyl acetate). Run at temperature 100 celsius, time 18 hour. Product: N1(CCCCC1)C1=CC=C2C=C(N=CC2=C1)NC(=O)C1CC1 (N-(7-(piperidin-1-yl)isoquinolin-3-yl)cyclopropanecarboxamide). Yield: 5.6%. Reaction SMILES: Br[C:2]1[CH:11]=[C:10]2[C:5]([CH:6]=[C:7]([NH:12][C:13]([CH:15]3[CH2:17][CH2:16]3)=[O:14])[N:8]=[CH:9]2)=[CH:4][CH:3]=1.[NH:18]1[CH2:23][CH2:22][CH2:21][CH2:20][CH2:19]1.O1CCOCC1.C1(P(C2C=CC=CC=2)C2C=CC3C(=CC=CC=3)C=2C2C3C(=CC=CC=3)C=CC=2P(C2C=CC=CC=2)C2C=CC=CC=2)C=CC=CC=1.C(=O)([O-])[O-].[Cs+].[Cs+]>C(OCC)(=O)C.C([O-])(=O)C.[Pd+2].C([O-])(=O)C>[N:18]1([C:2]2[CH:11]=[C:10]3[C:5]([CH:6]=[C:7]([NH:12][C:13]([CH:15]4[CH2:17][CH2:16]4)=[O:14])[N:8]=[CH:9]3)=[CH:4][CH:3]=2)[CH2:23][CH2:22][CH2:21][CH2:20][CH2:19]1 |f:4.5.6,8.9.10|. Procedure: A solution was made of N-(7-bromoisoquinolin-3-yl)cyclopropanecarboxamide (66.6 mg, 0.229 mmol) and piperidine (46 uL, 0.46 mmol) in 1,4-dioxane (1.5 mL, 19 mmol). Nitrogen gas was bubbled through the mixture for 10 minutes, and then palladium (II) acetate (6.0 mg, 0.027 mmol), rac-2,2′-bis(diphenylphosphino)-1,1′-binaphthyl (15.2 mg, 0.0244 mmol), and cesium carbonate (231 mg, 0.709 mmol) were added. The reaction mixture was stirred in a sealed vial at 100° C. for 18 hours. The reaction mixture... The product is CCCC(=O)Nc1cc(C=CC(=O)O)n(C)c1. The reactants are CCCC(=O)Nc1cc(C=CC(=O)OC)n(C)c1, CO, Cl, [Na+], [OH-]. As a reaction SMILES: [C:1]([CH2:2][CH2:3][CH3:4])(=[O:5])[NH:6][c:7]1[cH:8][c:9]([CH:13]=[CH:14][C:15](=[O:16])[O:17][CH3:18])[n:10]([CH3:12])[cH:11]1.[CH3:22][OH:23].[ClH:21].[Na+:20].[OH-:19]>>[C:1]([CH2:2][CH2:3][CH3:4])(=[O:5])[NH:6][c:7]1[cH:8][c:9]([CH:13]=[CH:14][C:15](=[O:16])[OH:17])[n:10]([CH3:12])[cH:11]1. Starting materials: CC(C)Cn1c(S)nc2ccccc2c1=O, C[O-], CO, ClCc1ccccn1, Cl, [Na+], O. The product is CC(C)Cn1c(SCc2ccccn2)nc2ccccc2c1=O. Reaction SMILES: [CH2:13]([CH:14]([CH3:15])[CH3:16])[n:17]1[c:18]([SH:28])[n:19][c:20]2[cH:21][cH:22][cH:23][cH:24][c:25]2[c:26]1=[O:27].[CH3:1][O-:2].[CH3:30][OH:31].[Cl:5][CH2:6][c:7]1[n:8][cH:9][cH:10][cH:11][cH:12]1.[ClH:4].[Na+:3].[OH2:29]>>[CH2:6]([c:7]1[n:8][cH:9][cH:10][cH:11][cH:12]1)[S:28][c:18]1[n:17]([CH2:13][CH:14]([CH3:15])[CH3:16])[c:26](=[O:27])[c:25]2[c:20]([n:19]1)[cH:21][cH:22][cH:23][cH:24]2. Starting materials: O=S(=O)(Cl)c1ccc(Br)cc1, CC(C)(C)OC(=O)C=Cc1cc[nH]c1. Yields the product CC(C)(C)OC(=O)C=Cc1ccn(S(=O)(=O)c2ccc(Br)cc2)c1. As a reaction SMILES: [Br:15][c:16]1[cH:17][cH:18][c:19]([S:22](=[O:23])(=[O:24])[Cl:25])[cH:20][cH:21]1.[C:1]([CH3:2])([CH3:3])([CH3:4])[O:5][C:6]([CH:7]=[CH:8][c:9]1[cH:10][nH:11][cH:12][cH:13]1)=[O:14]>>[C:1]([CH3:2])([CH3:3])([CH3:4])[O:5][C:6]([CH:7]=[CH:8][c:9]1[cH:10][n:11]([S:22]([c:19]2[cH:18][cH:17][c:16]([Br:15])[cH:21][cH:20]2)(=[O:23])=[O:24])[cH:12][cH:13]1)=[O:14]. Starting materials: COC(CBr)OC, COC1(OC)C(=O)Nc2ccccc21, CN(C)C=O, [H-], [Na+]. The product is COC(CN1C(=O)C(OC)(OC)c2ccccc21)OC. RXN SMILES: [CH3:17][O:18][CH:19]([CH2:20][Br:21])[O:22][CH3:23].[CH3:1][O:2][C:3]1([O:13][CH3:14])[C:4](=[O:12])[NH:5][c:6]2[cH:7][cH:8][cH:9][cH:10][c:11]21.[CH3:24][N:25]([CH3:26])[CH:27]=[O:28].[H-:15].[Na+:16]>>[CH3:1][O:2][C:3]1([O:13][CH3:14])[C:4](=[O:12])[N:5]([CH2:20][CH:19]([O:18][CH3:17])[O:22][CH3:23])[c:6]2[cH:7][cH:8][cH:9][cH:10][c:11]21. Procedure details: To 4-amino-1-(7-(4-methylphenyl)-2,3-dihydro-1-benzooxepine-4-carbonyl)piperidine (0.3 g) and tetrahydro-4H-pyran-4-one (0.083 g) dissolved in 1,2-dichloroethane (6 ml) was added under ice cooling sodium triacetoxyborohydride (0.25 g), and the resulting mixture was stirred at room temperature overnight under a nitrogen atmosphere. The reaction mixture was evaporated to remove the solvent, was neutralized with a 1 N aqueous solution of sodium hydroxide and was extracted with ethyl acetate. The or... Product: Cl.CC1=CC=C(C=C1)C=1C=CC2=C(C=C(CCO2)C(=O)N2CCC(CC2)NC2CCOCC2)C1 (1-(7-(4-methylphenyl)-2,3-dihydro-1-benzooxepine-4-carbonyl)-4-((tetrahydropyran-4-yl)amino)piperidine hydrochloride). As a reaction SMILES: [NH2:1][CH:2]1[CH2:7][CH2:6][N:5]([C:8]([C:10]2[CH2:11][CH2:12][O:13][C:14]3[CH:20]=[CH:19][C:18]([C:21]4[CH:26]=[CH:25][C:24]([CH3:27])=[CH:23][CH:22]=4)=[CH:17][C:15]=3[CH:16]=2)=[O:9])[CH2:4][CH2:3]1.[O:28]1[CH2:33][CH2:32][C:31](=O)[CH2:30][CH2:29]1.C(O[BH-](OC(=O)C)OC(=O)C)(=O)C.[Na+].[Cl:49]CCCl>>[ClH:49].[CH3:27][C:24]1[CH:25]=[CH:26][C:21]([C:18]2[CH:19]=[CH:20][C:14]3[O:13][CH2:12][CH2:11][C:10]([C:8]([N:5]4[CH2:6][CH2:7][CH:2]([NH:1][CH:31]5[CH2:32][CH2:33][O:28][CH2:29][CH2:30]5)[CH2:3][CH2:4]4)=[O:9])=[CH:16][C:15]=3[CH:17]=2)=[CH:22][CH:23]=1 |f:2.3,5.6|. Reaction conditions: time 8 hour. Reactants: NC1CCN(CC1)C(=O)C=1CCOC2=C(C1)C=C(C=C2)C2=CC=C(C=C2)C (4-amino-1-(7-(4-methylphenyl)-2,3-dihydro-1-benzooxepine-4-carbonyl)piperidine), O1CCC(CC1)=O (tetrahydro-4H-pyran-4-one), ClCCCl (1,2-dichloroethane), C(C)(=O)O[BH-](OC(C)=O)OC(C)=O.[Na+] (sodium triacetoxyborohydride). Reactants: CN(C)C#N, CCOC(C)=O, CCCC[SnH](CCCC)CCCC, CCCCCC, Cc1ccccc1, COC1(OC)C(Cl)C(=O)C2(C)C=CC1(C)O2. The product is COC1(OC)CC(=O)C2(C)C=CC1(C)O2. RXN SMILES: [C:17](#[N:18])[N:19]([CH3:20])[CH3:21].[C:35]([O:36][CH2:37][CH3:38])(=[O:39])[CH3:40].[CH2:22]([SnH:23]([CH2:24][CH2:25][CH2:26][CH3:27])[CH2:28][CH2:29][CH2:30][CH3:31])[CH2:32][CH2:33][CH3:34].[CH3:41][CH2:42][CH2:43][CH2:44][CH2:45][CH3:46].[CH3:47][c:48]1[cH:49][cH:50][cH:51][cH:52][cH:53]1.[Cl:1][CH:2]1[C:3](=[O:16])[C:4]2([CH3:15])[CH:5]=[CH:6][C:7]([CH3:14])([C:8]1([O:9][CH3:10])[O:11][CH3:12])[O:13]2>>[CH2:2]1[C:3](=[O:16])[C:4]2([CH3:15])[CH:5]=[CH:6][C:7]([CH3:14])([C:8]1([O:9][CH3:10])[O:11][CH3:12])[O:13]2. Reaction SMILES: [CH2:25]([CH:26]=[CH2:27])[NH2:28].[Cl:1][c:2]1[cH:3][c:4]([N+:22](=[O:23])[O-:24])[c:5]([O:15][c:16]2[cH:17][cH:18][cH:19][cH:20][cH:21]2)[cH:6][c:7]1[O:8][c:9]1[cH:10][cH:11][cH:12][cH:13][cH:14]1.[O:29]1[CH2:30][CH2:31][O:32][CH2:33][CH2:34]1>>[Cl:1][c:2]1[cH:3][c:4]([N+:22](=[O:23])[O-:24])[c:5]([NH:28][CH2:25][CH:26]=[CH2:27])[cH:6][c:7]1[O:8][c:9]1[cH:10][cH:11][cH:12][cH:13][cH:14]1. Reactants: C=CCN, O=[N+]([O-])c1cc(Cl)c(Oc2ccccc2)cc1Oc1ccccc1, C1COCCO1. Yields the product C=CCNc1cc(Oc2ccccc2)c(Cl)cc1[N+](=O)[O-].